Dataset: the Open Reaction Database (ORD), a public repository of structured organic reaction records. Task: describe an organic reaction: reactants, conditions, products, and yield Reactants: C1CCOC1, CC(C)n1ccc2ncnc(Oc3ccc(N)cc3F)c21, O=C(Cc1ccccc1)N=C=S. The product is CC(C)n1ccc2ncnc(Oc3ccc(NC(=S)NC(=O)Cc4ccccc4)cc3F)c21. Reaction SMILES: [CH2:34]1[O:35][CH2:36][CH2:37][CH2:38]1.[F:1][c:2]1[cH:3][c:4]([NH2:21])[cH:5][cH:6][c:7]1[O:8][c:9]1[c:10]2[c:11]([n:12][cH:13][n:14]1)[cH:15][cH:16][n:17]2[CH:18]([CH3:19])[CH3:20].[c:22]1([CH2:28][C:29](=[O:30])[N:31]=[C:32]=[S:33])[cH:23][cH:24][cH:25][cH:26][cH:27]1>>[F:1][c:2]1[cH:3][c:4]([NH:21][C:32]([NH:31][C:29]([CH2:28][c:22]2[cH:23][cH:24][cH:25][cH:26][cH:27]2)=[O:30])=[S:33])[cH:5][cH:6][c:7]1[O:8][c:9]1[c:10]2[c:11]([n:12][cH:13][n:14]1)[cH:15][cH:16][n:17]2[CH:18]([CH3:19])[CH3:20]. Starting materials: ClC1=CC=C(C=C1)N1C([C@H](CC1)CN1CCN(CC1)CCOC)=O ((R)-1-(4-chlorophenyl)-3-(4-(2-methoxyethyl)piperazin-1-yl)methyl-2-pyrrolidinone), Cl.O1CCOCC1 (hydrochloric acid 1,4-dioxane). Solvent: CO (methanol). Yields the product Cl.Cl.ClC1=CC=C(C=C1)N1C([C@H](CC1)CN1CCN(CC1)CCOC)=O ((R)-1-(4-chlorophenyl)-3-(4-(2-methoxyethyl)piperazin-1-yl)methyl-2-pyrrolidinone dihydrochloride). Reaction SMILES: [Cl:1][C:2]1[CH:7]=[CH:6][C:5]([N:8]2[CH2:12][CH2:11][C@H:10]([CH2:13][N:14]3[CH2:19][CH2:18][N:17]([CH2:20][CH2:21][O:22][CH3:23])[CH2:16][CH2:15]3)[C:9]2=[O:24])=[CH:4][CH:3]=1.[ClH:25].O1CCOCC1>CO>[ClH:1].[ClH:25].[Cl:1][C:2]1[CH:7]=[CH:6][C:5]([N:8]2[CH2:12][CH2:11][C@H:10]([CH2:13][N:14]3[CH2:15][CH2:16][N:17]([CH2:20][CH2:21][O:22][CH3:23])[CH2:18][CH2:19]3)[C:9]2=[O:24])=[CH:4][CH:3]=1 |f:1.2,4.5.6|. Procedure details: A solution of 18.7 g of (R)-1-(4-chlorophenyl)-3-(4-(2-methoxyethyl)piperazin-1-yl)methyl-2-pyrrolidinone in 130 mL of methanol was acidified with 4N hydrochloric acid/1,4-dioxane. The precipitated crystals were filtered, washed with diethyl ether and dried in vacuo to give 22.6 g of the title compound. Reactants: NC=1C=C(C=CC1N)C1=C(C#N)C=CC=C1 (2-(3,4-Diaminophenyl)benzonitrile), C1(CCCCC1)N=C=NC1CCCCC1 (Dicyclohexylcarbodiimide), OC1=CC=CC=2NN=NC21 (hydroxybenzotriazole), COC(CCC(=O)[O-])=O (monomethylsuccinate). Run in CN(C)C=O (DMF). Conditions: time 48 hour. Yields the product C(#N)C1=C(C=CC=C1)C1=CC2=C(NC(=N2)CCC(=O)OC)C=C1 (methyl 3-[5-(2-cyanophenyl)-1H-benzimidazole-2-yl]propionate). Yield: 75.3%. Reaction SMILES: C1(N=C=NC2CCCCC2)CCCCC1.OC1C2N=NNC=2C=CC=1.[CH3:26][O:27][C:28](=[O:34])[CH2:29][CH2:30][C:31]([O-])=O.[NH2:35][C:36]1[CH:37]=[C:38]([C:43]2[CH:50]=[CH:49][CH:48]=[CH:47][C:44]=2[C:45]#[N:46])[CH:39]=[CH:40][C:41]=1[NH2:42]>CN(C=O)C>[C:45]([C:44]1[CH:47]=[CH:48][CH:49]=[CH:50][C:43]=1[C:38]1[CH:39]=[CH:40][C:41]2[NH:42][C:31]([CH2:30][CH2:29][C:28]([O:27][CH3:26])=[O:34])=[N:35][C:36]=2[CH:37]=1)#[N:46]. Reported procedure: Dicyclohexylcarbodiimide (0.11 moles, 2.26 g), hydroxybenzotriazole, (0.011 moles, 1.48 g) and monomethylsuccinate (0.011 moles, 1.45 g) were dissolved in 75 ml of DMF. 2-(3,4-Diaminophenyl)benzonitrile (0.01 moles, 2.0 g) was added. The reaction was stirred at room temperature for 48 hours The solvent was removed in vacuo. The residue was dissolved in ethyl acetate and washed thoroughly with brine. The ethyl acetate solution was dried over sodium sulfate and filtered. The solvent was removed. T... Starting materials: Br, OCCc1ccccc1F, O, O=S(=O)(O)O. Product: Fc1ccccc1CCBr. As a reaction SMILES: [BrH:16].[F:1][c:2]1[c:3]([CH2:8][CH2:9][OH:10])[cH:4][cH:5][cH:6][cH:7]1.[OH2:17].[S:11](=[O:12])(=[O:13])([OH:14])[OH:15]>>[F:1][c:2]1[c:3]([CH2:8][CH2:9][Br:16])[cH:4][cH:5][cH:6][cH:7]1.